Dataset: the Open Reaction Database (ORD), a public repository of structured organic reaction records. Task: describe an organic reaction: reactants, conditions, products, and yield Starting materials: O (water), C(=O)([O-])[O-].[K+].[K+] (K2CO3), C(C1=CC=CC=C1)Br (benzyl bromide), C1=C(C=CC2=CC=CC=C12)C1=NNC2=NC=NC(=C21)N (3-(naphthalen-2-yl)-1H-pyrazolo[3,4-d]pyrimidin-4-amine). Solvent: CN(C)C=O (DMF). Conditions: temperature 60 celsius. The product is C(C1=CC=CC=C1)N1N=C(C=2C1=NC=NC2N)C2=CC1=CC=CC=C1C=C2 (1-benzyl-3-(naphthalen-2-yl)-1H-pyrazolo[3,4-d]pyrimidin-4-amine). Reaction SMILES: [CH:1]1[C:10]2[C:5](=[CH:6][CH:7]=[CH:8][CH:9]=2)[CH:4]=[CH:3][C:2]=1[C:11]1[C:19]2[C:14](=[N:15][CH:16]=[N:17][C:18]=2[NH2:20])[NH:13][N:12]=1.C([O-])([O-])=O.[K+].[K+].[CH2:27](Br)[C:28]1[CH:33]=[CH:32][CH:31]=[CH:30][CH:29]=1.O>CN(C=O)C>[CH2:27]([N:13]1[C:14]2=[N:15][CH:16]=[N:17][C:18]([NH2:20])=[C:19]2[C:11]([C:2]2[CH:3]=[CH:4][C:5]3[C:10](=[CH:9][CH:8]=[CH:7][CH:6]=3)[CH:1]=2)=[N:12]1)[C:28]1[CH:33]=[CH:32][CH:31]=[CH:30][CH:29]=1 |f:1.2.3|. Procedure: 3-(naphthalen-2-yl)-1H-pyrazolo[3,4-d]pyrimidin-4-amine (110 mg, 0.42 mmol) was dissolved in DMF (2 mL) and K2CO3 (220 mg, 1.6 mmol) and benzyl bromide (71.8 mg, 0.42 mmol) were added. The reaction was heated to 60° C. overnight, then cooled to RT and poured into water (30 mL). The precipitate was collected by filtration and then purified further by silica gel chromatography (5% MeOH/CH2Cl2) to yield a white solid. Reactants: sulfinamide, Ti(OPr)4, ClC1=C(C=CC=C1F)C(C)=O (1-(2-chloro-3-fluorophenyl)ethanone), CC(C)(C)[S@@](=O)N ((R)-2-methylpropane-2-sulfinamide). The reagents and catalysts are CC([O-])C.[Ti+4].CC([O-])C.CC([O-])C.CC([O-])C (titanium(IV) isopropoxide). Run in [Cl-].[Na+].O (brine), CCOC(=O)C (EtOAc), O1CCCC1 (tetrahydrofuran). Run at temperature 65 celsius, time 8 hour. The product is ClC1=C(C=CC=C1F)\C(\C)=N/[S@](=O)C(C)(C)C ((R,Z)-N-(1-(2-chloro-3-fluorophenyl)ethylidene)-2-methylpropane-2-sulfinamide). Isolated yield 81.7%. Reaction SMILES: [Cl:1][C:2]1[C:7]([F:8])=[CH:6][CH:5]=[CH:4][C:3]=1[C:9](=O)[CH3:10].[CH3:12][C:13]([S@:16]([NH2:18])=[O:17])([CH3:15])[CH3:14]>O1CCCC1.[Cl-].[Na+].O.CCOC(C)=O.CC(C)[O-].[Ti+4].CC(C)[O-].CC(C)[O-].CC(C)[O-]>[Cl:1][C:2]1[C:7]([F:8])=[CH:6][CH:5]=[CH:4][C:3]=1/[C:9](=[N:18]\[S@@:16]([C:13]([CH3:15])([CH3:14])[CH3:12])=[O:17])/[CH3:10] |f:3.4.5,7.8.9.10.11|. Reported procedure: To a solution of 1-(2-chloro-3-fluorophenyl)ethanone (31.21 g, 181 mmol) in tetrahydrofuran (500 mL) was added (R)-2-methylpropane-2-sulfinamide (32.9 g, 271 mmol) and titanium(IV) isopropoxide (111 mL, 371 mmol). The mixture was heated to 65° C. overnight. LCMS showed 25% starting material remaining. Additional 16 g sulfinamide and 30 mL Ti(OPr)4 was added and the reaction was continued at 70° C. overnight. The mixture was diluted with brine (600 mL), and EtOAc. The solid was filtered through a... The reactants are [BH4-], C1CCOC1, O=Cc1cc2cccc(Cl)c2nc1-c1ccccc1Cl, [Na+]. As a reaction SMILES: [BH4-:21].[CH2:23]1[O:24][CH2:25][CH2:26][CH2:27]1.[Cl:1][c:2]1[c:3](-[c:8]2[n:9][c:10]3[c:11]([Cl:20])[cH:12][cH:13][cH:14][c:15]3[cH:16][c:17]2[CH:18]=[O:19])[cH:4][cH:5][cH:6][cH:7]1.[Na+:22]>>[Cl:1][c:2]1[c:3](-[c:8]2[n:9][c:10]3[c:11]([Cl:20])[cH:12][cH:13][cH:14][c:15]3[cH:16][c:17]2[CH2:18][OH:19])[cH:4][cH:5][cH:6][cH:7]1. Yields the product OCc1cc2cccc(Cl)c2nc1-c1ccccc1Cl.